From a dataset of the Open Reaction Database (ORD), a public repository of structured organic reaction records. describe an organic reaction: reactants, conditions, products, and yield The reactants are [Cl-].[NH4+] (ammonium chloride), BrCC=1C=NC2=C(C=CC=C2C1)NC(C1=C(C=CC=C1Cl)Cl)=O (3-bromomethyl-8-(2,6-dichlorobenzoylamino)quinoline), C1(=CC=CC=C1)O (phenol), CC(C)([O-])C.[K+] (potassium tert-butoxide). The solvent is CN(C=O)C (dimethylformamide). Run at time 1 hour. The product is ClC1=C(C(=O)NC=2C=CC=C3C=C(C=NC23)COC2=CC=CC=C2)C(=CC=C1)Cl (8-(2,6-dichlorobenzoylamino)-3-phenoxymethylquinoline). Isolated yield 70.3%. As a reaction SMILES: Br[CH2:2][C:3]1[CH:4]=[N:5][C:6]2[C:11]([CH:12]=1)=[CH:10][CH:9]=[CH:8][C:7]=2[NH:13][C:14](=[O:23])[C:15]1[C:20]([Cl:21])=[CH:19][CH:18]=[CH:17][C:16]=1[Cl:22].[C:24]1([OH:30])[CH:29]=[CH:28][CH:27]=[CH:26][CH:25]=1.CC(C)([O-])C.[K+].[Cl-].[NH4+]>CN(C)C=O>[Cl:22][C:16]1[CH:17]=[CH:18][CH:19]=[C:20]([Cl:21])[C:15]=1[C:14]([NH:13][C:7]1[CH:8]=[CH:9][CH:10]=[C:11]2[C:6]=1[N:5]=[CH:4][C:3]([CH2:2][O:30][C:24]1[CH:29]=[CH:28][CH:27]=[CH:26][CH:25]=1)=[CH:12]2)=[O:23] |f:2.3,4.5|. Procedure details: To a solution of 3-bromomethyl-8-(2,6-dichlorobenzoylamino)quinoline (120 mg) and phenol (30.3 mg) in dimethylformamide was added potassium tert-butoxide (72.2 mg), and the mixture was stirred for 1 hour at ambient temperature. The mixture was poured into saturated ammonium chloride solution and extracted with ethyl acetate. The organic layer was washed with brine, dried over magnesium sulfate and evaporated in vacuo. The residue was purified by column chromatography on silica gel (ethyl acetate... The reactants are C([O-])([O-])=O (carbonate), C(C)(=O)O[BH-](OC(C)=O)OC(C)=O (triacetoxy borohydride), C1(CC1)CN(C1=CC(=NC=N1)C(=O)NC1=C(C=C(C=C1)C=O)C)CCC (6-((cyclopropylmethyl)(propyl)amino)-N-(4-formyl-2-methylphenyl)pyrimidine-4-carboxamide), C1(CC1)CN(C1=CC(=NC=N1)C(=O)NC1=C(C=C(C=C1)C=O)C)CCC (6-((cyclopropylmethyl)(propyl)amino)-N-(4-formyl-2-methylphenyl)pyrimidine-4-carboxamide), Cl.NC(C(=O)OC(C)(C)C)C (tert-butyl 2-aminopropanoate hydrochloride). Solvent: C(Cl)Cl (DCM). Run at time 18 hour. Product: C1(CC1)CN(C1=CC(=NC=N1)C(=O)NC1=C(C=C(CNC(C(=O)OC(C)(C)C)C)C=C1)C)CCC (tert-butyl 2-(4-(6-((cyclopropylmethyl)(propyl)amino)pyrimidine-4-carboxamido)-3-methylbenzylamino)propanoate). RXN SMILES: [CH:1]1([CH2:4][N:5]([CH2:24][CH2:25][CH3:26])[C:6]2[N:11]=[CH:10][N:9]=[C:8]([C:12]([NH:14][C:15]3[CH:20]=[CH:19][C:18]([CH:21]=O)=[CH:17][C:16]=3[CH3:23])=[O:13])[CH:7]=2)[CH2:3][CH2:2]1.Cl.[NH2:28][CH:29]([CH3:37])[C:30]([O:32][C:33]([CH3:36])([CH3:35])[CH3:34])=[O:31].C(=O)([O-])[O-].C(O[BH-](OC(=O)C)OC(=O)C)(=O)C>C(Cl)Cl>[CH:1]1([CH2:4][N:5]([CH2:24][CH2:25][CH3:26])[C:6]2[N:11]=[CH:10][N:9]=[C:8]([C:12]([NH:14][C:15]3[CH:20]=[CH:19][C:18]([CH2:21][NH:28][CH:29]([CH3:37])[C:30]([O:32][C:33]([CH3:36])([CH3:35])[CH3:34])=[O:31])=[CH:17][C:16]=3[CH3:23])=[O:13])[CH:7]=2)[CH2:3][CH2:2]1 |f:1.2|. Procedure: A solution of 6-((cyclopropylmethyl)(propyl)amino)-N-(4-formyl-2-methylphenyl)pyrimidine-4-carboxamide (Intermediate 29, 100 mg; 0.28 mmol) in DCM (5 ml) was treated with tert-butyl 2-aminopropanoate hydrochloride (227.1 mg; 1.24 mmol) and polymer supported carbonate (150 mg) followed by polymer supported triacetoxy borohydride (150 mg). After stirring for 18 hours the mixture was filtered and the solvent removed in vacuo. The residue was purified by column chromatography (silica) eluting with p... Starting materials: CC(C)(C)OC(=O)NCCC(=O)OCc1ccccc1, Cl, C1COCCO1. The product is Cl, NCCC(=O)OCc1ccccc1. As a reaction SMILES: [C:1]([O:2][C:3](=[O:4])[NH:8][CH2:9][CH2:10][C:11](=[O:12])[O:13][CH2:14][c:15]1[cH:16][cH:17][cH:18][cH:19][cH:20]1)([CH3:5])([CH3:6])[CH3:7].[ClH:21].[O:22]1[CH2:23][CH2:24][O:25][CH2:26][CH2:27]1>>[ClH:21].[NH2:8][CH2:9][CH2:10][C:11](=[O:12])[O:13][CH2:14][c:15]1[cH:16][cH:17][cH:18][cH:19][cH:20]1.